From a dataset of the Open Reaction Database (ORD), a public repository of structured organic reaction records. describe an organic reaction: reactants, conditions, products, and yield Reactants: C(C)NCC (Diethyl amine), Cl.CN(CCCN=C=NCC)C (1-(3-Dimethylaminopropyl)-3-ethylcarbodiimide hydrochloride), C1=C(C=CC2=CC(=CC=C12)C(=O)O)C(=O)O (2,6-naphthalenedicarboxylic acid), OC1=CC=CC=2NN=NC21 (hydroxybenzotriazole). The solvent is CN(C=O)C (dimethylformamide). Run at time 2 hour. Product: C(C)N(C(=O)C=1C=C2C=CC(=CC2=CC1)C(=O)O)CC (6-(diethylaminocarbonyl)-2-naphthalenecarboxylic acid). Isolated yield 59.3%. RXN SMILES: Cl.CN(C)CCCN=C=NCC.[CH:13]1[C:22]2[C:17](=[CH:18][C:19]([C:23]([OH:25])=O)=[CH:20][CH:21]=2)[CH:16]=[CH:15][C:14]=1[C:26]([OH:28])=[O:27].OC1C2N=NNC=2C=CC=1.[CH2:39]([NH:41][CH2:42][CH3:43])[CH3:40]>CN(C)C=O>[CH2:39]([N:41]([CH2:42][CH3:43])[C:23]([C:19]1[CH:18]=[C:17]2[C:22](=[CH:21][CH:20]=1)[CH:13]=[C:14]([C:26]([OH:28])=[O:27])[CH:15]=[CH:16]2)=[O:25])[CH3:40] |f:0.1|. Procedure details: 1-(3-Dimethylaminopropyl)-3-ethylcarbodiimide hydrochloride (EDCI) (22.2 g, 115 mmol) was added to a solution of 2,6-naphthalenedicarboxylic acid (25 g, 115 mmol) and hydroxybenzotriazole (15.6 g, 115 mmol) in dimethylformamide (1800 ml) and the mixture was stirred at room temperature for 2 hours. Diethyl amine (34.3 ml, 345 mmol) was added and the solution was stirred overnight at room temperature. The solvent was then evaporated under reduced pressure and the crude was treated with 1N HCl (500...